From a dataset of the Open Reaction Database (ORD), a public repository of structured organic reaction records. describe an organic reaction: reactants, conditions, products, and yield The reactants are Br (hydrobromic acid), BrBr (bromine), CO\N=C(/C(=O)O)\C(C)=O ((Z)-2-methoxyimino-3-oxo-butyric acid). The solvent is C(C)(=O)O (acetic acid), ClCCl (dichloromethane), alcohol. Yields the product BrCC(/C(/C(=O)O)=N/OC)=O ((Z)-4-bromo-2-methoxyimino-3-oxo-butyric acid). RXN SMILES: [CH3:1][O:2]/[N:3]=[C:4](/[C:8](=[O:10])[CH3:9])\[C:5]([OH:7])=[O:6].[BrH:11].BrBr>C(O)(=O)C.ClCCl>[Br:11][CH2:9][C:8](=[O:10])/[C:4](=[N:3]/[O:2][CH3:1])/[C:5]([OH:7])=[O:6]. Procedure: 145 g of (Z)-2-methoxyimino-3-oxo-butyric acid are dissolved in 1000 ml of alcohol-free anhydrous dichloromethane. 10 ml of 30% hydrobromic acid in glacial acetic acid are added to this solution. Then, a solution of 37.5 ml of bromine in 112.5 ml of dichloromethane are added dropwise during about 2 hours, the temperature of the mixture being held at 20°-25° C. by means of slight cooling. Now, in order to remove hydrogen bromide from the mixture, nitrogen is vigorously blown through. Subsequently... The reactants are CC(=O)O, CC=O, CC(C)c1ccc(C(N)=O)cc1, c1ccsc1. The product is CC(C)c1ccc(C(=O)NC(C)c2cccs2)cc1. RXN SMILES: [CH3:21][C:22](=[O:23])[OH:24].[CH:6]([CH3:7])=[O:8].[CH:9]([CH3:10])([CH3:11])[c:12]1[cH:13][cH:14][c:15]([C:16](=[O:17])[NH2:18])[cH:19][cH:20]1.[cH:1]1[cH:2][cH:3][s:4][cH:5]1>>[cH:1]1[cH:2][c:3]([CH:6]([CH3:7])[NH:18][C:16]([c:15]2[cH:14][cH:13][c:12]([CH:9]([CH3:10])[CH3:11])[cH:20][cH:19]2)=[O:17])[s:4][cH:5]1. Reactants: C(C=C)OC1=CC=C(OC2=CC=C(CNC3=C(C(=CC=C3)[N+](=O)[O-])C)C=C2)C=C1 (N-{4-[4-(allyloxy)phenoxy]benzyl}-N-(2-methyl-3-nitrophenyl)amine), C(C1=CC=CC=C1)Br (benzyl bromide). The product is C(C=C)OC1=CC=C(OC2=CC=C(CN(C3=C(C(=CC=C3)[N+](=O)[O-])C)CC3=CC=CC=C3)C=C2)C=C1 (N-{4-[4-(allyloxy)phenoxy]benzyl}-N-benzyl-N-(2-methyl-3-nitrophenyl)amine). Reaction SMILES: [CH2:1]([O:4][C:5]1[CH:29]=[CH:28][C:8]([O:9][C:10]2[CH:27]=[CH:26][C:13]([CH2:14][NH:15][C:16]3[CH:21]=[CH:20][CH:19]=[C:18]([N+:22]([O-:24])=[O:23])[C:17]=3[CH3:25])=[CH:12][CH:11]=2)=[CH:7][CH:6]=1)[CH:2]=[CH2:3].[CH2:30](Br)[C:31]1[CH:36]=[CH:35][CH:34]=[CH:33][CH:32]=1>>[CH2:1]([O:4][C:5]1[CH:29]=[CH:28][C:8]([O:9][C:10]2[CH:11]=[CH:12][C:13]([CH2:14][N:15]([CH2:30][C:31]3[CH:36]=[CH:35][CH:34]=[CH:33][CH:32]=3)[C:16]3[CH:21]=[CH:20][CH:19]=[C:18]([N+:22]([O-:24])=[O:23])[C:17]=3[CH3:25])=[CH:26][CH:27]=2)=[CH:7][CH:6]=1)[CH:2]=[CH2:3]. Reported procedure: The product from Example 60C and benzyl bromide was processed as described in Example 6B to provide the title compound. Procedure details: To a solution of 3-(2-aminophenylthiomethyl)1,2,4-oxadiazole (3.1 g, 0.015 mol) in dry methanol was added sodium borohydride (1.72 g) at 0° in aliquots over 2 hours, with stirring. After standing at 0° overnight a white precipitate had formed. The crude product was recovered by filtration and re-crystallised from ethanol to give 3-(2-aminophenylthiomethyl)-4,5-dihydro-1,2,4-oxadiazole, m.p. 108°. Reaction SMILES: [NH2:1][C:2]1[CH:7]=[CH:6][CH:5]=[CH:4][C:3]=1[S:8][CH2:9][C:10]1[N:14]=[CH:13][O:12][N:11]=1.[BH4-].[Na+]>CO>[NH2:1][C:2]1[CH:7]=[CH:6][CH:5]=[CH:4][C:3]=1[S:8][CH2:9][C:10]1[NH:14][CH2:13][O:12][N:11]=1 |f:1.2|. Conditions: time 8 hour. Product: NC1=C(C=CC=C1)SCC1=NOCN1 (3-(2-aminophenylthiomethyl)-4,5-dihydro-1,2,4-oxadiazole). Starting materials: NC1=C(C=CC=C1)SCC1=NOC=N1 (3-(2-aminophenylthiomethyl)1,2,4-oxadiazole), [BH4-].[Na+] (sodium borohydride). Run in CO (methanol). Starting materials: FC=1C=CC=2N(N1)C(=CN2)C2=CC=C(S2)C(C)=O (1-[5-(6-fluoro-imidazo[1,2-b]pyridazine-3-yl)-thiophen-2-yl]-ethanone), Cl.FCCCN (3-fluoropropylamine hydrochloride). Product: FCCCNC=1C=CC=2N(N1)C(=CN2)C2=CC=C(S2)C(C)=O (1-{5-[6-(3-Fluoro-propylamino)-imidazo[1,2-b]pyridazin-3-yl]-thiophen-2-yl}-ethanone). RXN SMILES: F[C:2]1[CH:3]=[CH:4][C:5]2[N:6]([C:8]([C:11]3[S:15][C:14]([C:16](=[O:18])[CH3:17])=[CH:13][CH:12]=3)=[CH:9][N:10]=2)[N:7]=1.Cl.[F:20][CH2:21][CH2:22][CH2:23][NH2:24]>>[F:20][CH2:21][CH2:22][CH2:23][NH:24][C:2]1[CH:3]=[CH:4][C:5]2[N:6]([C:8]([C:11]3[S:15][C:14]([C:16](=[O:18])[CH3:17])=[CH:13][CH:12]=3)=[CH:9][N:10]=2)[N:7]=1 |f:1.2|. Procedure details: Prepared as in example 5.6.3 from 1-[5-(6-fluoro-imidazo[1,2-b]pyridazine-3-yl)-thiophen-2-yl]-ethanone (50 mg, 0.2 mmol) and 3-fluoropropylamine hydrochloride [64068-31-1] (43 mg, 0.4 mmol). 1H NMR (400 MHz, CHLOROFORM-d) δ ppm 1.52 (s, 6H) 2.12-2.25 (m, 1H) 2.54 (s, 1H) 3.66-3.72 (m, 1H) 4.72 (t, J=5.51 Hz, 1H) 7.21 (s, 2H) 7.63-7.67 (m, 1H). LRMS (ESI) m/z 319.1 [(M+H)]+, calc'd for C15H15FN4OS: 318.38. RXN SMILES: [CH3:14][CH2:15][O:16][CH2:17][CH3:18].[O:1]1[CH:2]([c:4]2[cH:5][c:6]3[c:7]([cH:12][cH:13]2)[O:8][CH2:9][CH2:10][O:11]3)[CH2:3]1>>[O:1]=[CH:3][CH2:2][c:4]1[cH:5][c:6]2[c:7]([cH:12][cH:13]1)[O:8][CH2:9][CH2:10][O:11]2. The product is O=CCc1ccc2c(c1)OCCO2. Starting materials: CCOCC, c1cc2c(cc1C1CO1)OCCO2. Reactants: Cl (HCl), BrC1=C(C=C2CCN(C(C2=C1)C(=O)OCC)C(C(=O)N(C(C)C)CCN(CC#CC=1SC=CC1)C(=O)OC(C)(C)C)=O)OC (ethyl 7-bromo-2-(2-((2-(tert-butoxycarbonyl(3-(thiophen-2-yl)prop-2-ynyl)amino)ethyl)(isopropyl)amino)-2-oxoacetyl)-6-methoxy-1,2,3,4-tetrahydroisoquinoline-1-carboxylate), [OH-].[K+] (KOH). Run in O (water), O1CCOCC1 (dioxane), O (water). Conditions: temperature 45 celsius, time 5 hour. Yields the product BrC1=C(C=C2CCN(C(C2=C1)C(=O)O)C(C(=O)N(C(C)C)CCN(CC#CC=1SC=CC1)C(=O)OC(C)(C)C)=O)OC (7-bromo-2-(2-((2-(tert-butoxycarbonyl(3-(thiophen-2-yl)prop-2-ynyl)amino)ethyl)(isopropyl)amino)-2-oxoacetyl)-6-methoxy-1,2,3,4-tetrahydroisoquinoline-1-carboxylic acid). RXN SMILES: [Br:1][C:2]1[CH:11]=[C:10]2[C:5]([CH2:6][CH2:7][N:8]([C:17](=[O:42])[C:18]([N:20]([CH2:24][CH2:25][N:26]([C:35]([O:37][C:38]([CH3:41])([CH3:40])[CH3:39])=[O:36])[CH2:27][C:28]#[C:29][C:30]3[S:31][CH:32]=[CH:33][CH:34]=3)[CH:21]([CH3:23])[CH3:22])=[O:19])[CH:9]2[C:12]([O:14]CC)=[O:13])=[CH:4][C:3]=1[O:43][CH3:44].[OH-].[K+].Cl>O1CCOCC1.O>[Br:1][C:2]1[CH:11]=[C:10]2[C:5]([CH2:6][CH2:7][N:8]([C:17](=[O:42])[C:18]([N:20]([CH2:24][CH2:25][N:26]([C:35]([O:37][C:38]([CH3:40])([CH3:39])[CH3:41])=[O:36])[CH2:27][C:28]#[C:29][C:30]3[S:31][CH:32]=[CH:33][CH:34]=3)[CH:21]([CH3:22])[CH3:23])=[O:19])[CH:9]2[C:12]([OH:14])=[O:13])=[CH:4][C:3]=1[O:43][CH3:44] |f:1.2|. Procedure: A solution of 250 mg of 10j in 6 ml of dioxane was mixed with a solution of 120 mg of KOH in 1 ml of water and the reaction mixture was stirred for 5 h at 45° C. The mixture was diluted with 20 ml of water and acidified to pH3 with 0.5N HCl. The product was extracted into ethyl acetate. The organic layer was washed twice with water, dried and concentrated, to give 220 mg of amorphous 10k.